From a dataset of the Open Reaction Database (ORD), a public repository of structured organic reaction records. describe an organic reaction: reactants, conditions, products, and yield Reactants: NC[C@H]1N(CCC[C@H]1C)C(=O)C1=C(C(=CC=C1)F)N1N=CC=N1 (((2S,3R)-2-(aminomethyl)-3-methylpiperidin-1-yl)(3-fluoro-2-(2H-1,2,3-triazol-2-yl)phenyl)methanone), BrC1=NC=C(C=C1)Cl (2-bromo-5-chloropyridine). The product is ClC=1C=CC(=NC1)NC[C@H]1N(CCC[C@H]1C)C(=O)C1=C(C(=CC=C1)F)N1N=CC=N1 (((2S,3R)-2-(((5-Chloropyridin-2-yl)amino)methyl)-3-methylpiperidin-1-yl)(3-fluoro-2-(2H-1,2,3-triazol-2-yl)phenyl)methanone). RXN SMILES: [NH2:1][CH2:2][C@@H:3]1[C@H:8]([CH3:9])[CH2:7][CH2:6][CH2:5][N:4]1[C:10]([C:12]1[CH:17]=[CH:16][CH:15]=[C:14]([F:18])[C:13]=1[N:19]1[N:23]=[CH:22][CH:21]=[N:20]1)=[O:11].Br[C:25]1[CH:30]=[CH:29][C:28]([Cl:31])=[CH:27][N:26]=1>>[Cl:31][C:28]1[CH:29]=[CH:30][C:25]([NH:1][CH2:2][C@@H:3]2[C@H:8]([CH3:9])[CH2:7][CH2:6][CH2:5][N:4]2[C:10]([C:12]2[CH:17]=[CH:16][CH:15]=[C:14]([F:18])[C:13]=2[N:19]2[N:23]=[CH:22][CH:21]=[N:20]2)=[O:11])=[N:26][CH:27]=1. Procedure: The title compound was prepared following the same general protocol as described for Example A44 using ((2S,3R)-2-(aminomethyl)-3-methylpiperidin-1-yl)(3-fluoro-2-(2H-1,2,3-triazol-2-yl)phenyl)methanone and 2-bromo-5-chloropyridine. ESI-MS (m/z): 429 [M+1]+. The reactants are CC(C)([O-])C.[K+] (potassium tert-butoxide), dimethyl ester, ClC1=CC=C(C=C1)C(CCC(=O)O)(CCC(=O)O)C#N (4-(p-chlorophenyl)-4-cyanopimelic acid), C(#N)C(CCC(=O)O)(CCC(=O)O)CC1=CC=C(C=C1)OC (4-cyano-4-(p-anisyl)pimelic acid), dimethyl ester, Cl (hydrochloric acid). The solvent is O1CCCC1 (tetrahydrofuran). Product: C(=O)(OC)C1C(CCC(C1)(CC1=CC=C(C=C1)OC)C#N)=O (2-carbomethoxy-4-cyano-4-(p-anisyl)cyclohexanone). Isolated yield 95.0%. Reaction SMILES: [C:1]([C:3]([CH2:14][C:15]1[CH:20]=[CH:19][C:18]([O:21][CH3:22])=[CH:17][CH:16]=1)([CH2:9][CH2:10][C:11]([OH:13])=O)[CH2:4][CH2:5][C:6]([OH:8])=[O:7])#[N:2].Cl[C:24]1C=CC(C(C#N)(CCC(O)=O)CCC(O)=O)=CC=1.CC(C)([O-])C.[K+].Cl>O1CCCC1>[C:6]([CH:5]1[CH2:4][C:3]([C:1]#[N:2])([CH2:14][C:15]2[CH:20]=[CH:19][C:18]([O:21][CH3:22])=[CH:17][CH:16]=2)[CH2:9][CH2:10][C:11]1=[O:13])([O:8][CH3:24])=[O:7] |f:2.3|. Reported procedure: Following the procedure of Example 1, Part B, but substituting 53.94 gm. (0.169 mole) of the dimethyl ester of 4-cyano-4-(p-anisyl)pimelic acid (prepared in Part A, above) for the dimethyl ester of 4-(p-chlorophenyl)-4-cyanopimelic acid and usig 1100 ml. of the tetrahydrofuran, 38.0 ml. (0.34 mole) of the potassium tert-butoxide, and 270 ml. of the 2.5 N hydrochloric acid instead of the 700 ml., the 24.4 gm. (0.218 mole), and the 175 ml., respectively, there is prepared 46.2 gm. (95% yield) of 2... Reactants: Cl.ClC1=C2C(=NC(=C1)C1=CC(=CC=C1)Cl)CCC2 (4-chloro-2-(3-chlorophenyl)-6,7-dihydro-5H-cyclopenta[b]pyridine hydrochloride), NC1=CC=C(C=C1)CCCC(=O)N (4-(4-aminophenyl)butanamide), [OH-].[Na+] (sodium hydroxide). Reagents/catalysts: Cl (HCl). Run in CN1CCCC1=O (NMP), O (water). Run at temperature 120 celsius. The product is ClC=1C=C(C=CC1)C1=CC(=C2C(=N1)CCC2)NC2=CC=C(C=C2)CCCC(=O)N (4-(4-((2-(3-chlorophenyl)-6,7-dihydro-5H-cyclopenta[b]pyridin-4-yl)amino)phenyl)butanamide). The yield is 37.3%. Reaction SMILES: Cl.Cl[C:3]1[CH:8]=[C:7]([C:9]2[CH:14]=[CH:13][CH:12]=[C:11]([Cl:15])[CH:10]=2)[N:6]=[C:5]2[CH2:16][CH2:17][CH2:18][C:4]=12.[NH2:19][C:20]1[CH:25]=[CH:24][C:23]([CH2:26][CH2:27][CH2:28][C:29]([NH2:31])=[O:30])=[CH:22][CH:21]=1.[OH-].[Na+]>Cl.CN1C(=O)CCC1.O>[Cl:15][C:11]1[CH:10]=[C:9]([C:7]2[N:6]=[C:5]3[CH2:16][CH2:17][CH2:18][C:4]3=[C:3]([NH:19][C:20]3[CH:21]=[CH:22][C:23]([CH2:26][CH2:27][CH2:28][C:29]([NH2:31])=[O:30])=[CH:24][CH:25]=3)[CH:8]=2)[CH:14]=[CH:13][CH:12]=1 |f:0.1,3.4|. Procedure details: A 10-mL microwave vial was charged with 4-chloro-2-(3-chlorophenyl)-6,7-dihydro-5H-cyclopenta[b]pyridine hydrochloride (0.100 g, 0.33 mmol), 4-(4-aminophenyl)butanamide (0.071 g, 0.40 mmol) and conc. HCl (2 drops) in NMP (3 mL). The resulting mixture was heated at 120° C. under microwave irradiation for 2 h. The reaction mixture was cooled, diluted with water (5 mL) then treated with 2M aqueous sodium hydroxide until pH˜8 affording a solid. The solid was isolated by filtration and purified by ch... Reactants: Cl, CC(C)(C)OC(=O)NCc1ccc(CCC(=O)N2CC(N=[N+]=[N-])CC2C(=O)OCc2ccccc2)cc1, C1CCOC1, O, c1ccc(P(c2ccccc2)c2ccccc2)cc1. The product is CC(C)(C)OC(=O)NCc1ccc(CCC(=O)N2CC(N)CC2C(=O)OCc2ccccc2)cc1. As a reaction SMILES: [ClH:58].[N:1](=[N+:2]=[N-:3])[CH:4]1[CH2:5][CH:6]([C:28](=[O:29])[O:30][CH2:31][c:32]2[cH:33][cH:34][cH:35][cH:36][cH:37]2)[N:7]([C:9]([CH2:10][CH2:11][c:12]2[cH:13][cH:14][c:15]([CH2:18][NH:19][C:20](=[O:21])[O:22][C:23]([CH3:24])([CH3:25])[CH3:26])[cH:16][cH:17]2)=[O:27])[CH2:8]1.[O:59]1[CH2:60][CH2:61][CH2:62][CH2:63]1.[OH2:57].[c:38]1([P:39]([c:40]2[cH:41][cH:42][cH:43][cH:44][cH:45]2)[c:46]2[cH:47][cH:48][cH:49][cH:50][cH:51]2)[cH:52][cH:53][cH:54][cH:55][cH:56]1>>[NH2:1][CH:4]1[CH2:5][CH:6]([C:28](=[O:29])[O:30][CH2:31][c:32]2[cH:33][cH:34][cH:35][cH:36][cH:37]2)[N:7]([C:9]([CH2:10][CH2:11][c:12]2[cH:13][cH:14][c:15]([CH2:18][NH:19][C:20](=[O:21])[O:22][C:23]([CH3:24])([CH3:25])[CH3:26])[cH:16][cH:17]2)=[O:27])[CH2:8]1. Starting materials: O=C(CCNC(C(=O)OCC)CCCCCCC(=O)OCC)CCCCC (diethyl 2-(3-oxooctylamino)nonanedioate), [BH4-].[Na+] (sodium borohydride). Run in C(C)O (ethanol), C(C)O (ethanol). The product is OC(CCNC(C(=O)OCC)CCCCCCC(=O)OCC)CCCCC (diethyl 2-(3-hydroxy-octylamino)nonanedioate). Reaction SMILES: [O:1]=[C:2]([CH2:23][CH2:24][CH2:25][CH2:26][CH3:27])[CH2:3][CH2:4][NH:5][CH:6]([CH2:12][CH2:13][CH2:14][CH2:15][CH2:16][CH2:17][C:18]([O:20][CH2:21][CH3:22])=[O:19])[C:7]([O:9][CH2:10][CH3:11])=[O:8].[BH4-].[Na+]>C(O)C>[OH:1][CH:2]([CH2:23][CH2:24][CH2:25][CH2:26][CH3:27])[CH2:3][CH2:4][NH:5][CH:6]([CH2:12][CH2:13][CH2:14][CH2:15][CH2:16][CH2:17][C:18]([O:20][CH2:21][CH3:22])=[O:19])[C:7]([O:9][CH2:10][CH3:11])=[O:8] |f:1.2|. Reported procedure: The above aminodiester was alternatively prepared in the following manner. Diethyl 2-aminononanedioate (10.40 g) and oct-1-en-3-one (5.04 g) were mixed slowly at 0° C. with stirring, and set aside at room temperature for 3 hours, giving diethyl 2-(3-oxooctylamino)nonanedioate as a colourless oil, δ2.3(4H, multiplet, --CH2 --CO2Et and NCH2CH2CO--), 3.16(1H, triplet, EtO2C--CHR--N), 4.11(2H, quartet, --O--CH2 --CH3), 4.17(2H, quartet, --O--CH2 --CH3). A stirred solution of this ketone (13.5 g) in ... The reactants are N1C=NC=C1 (Imidazole), ClC1=CC=C(S1)C(CO)O (1(5-chloro-2-thienyl)-1,2-ethanediol), [Si](C)(C)(C(C)(C)C)Cl (tert-butyldimethylsilyl chloride), CN(C=O)C (N,N-dimethylformamide). Reaction conditions: time 1 hour. The product is [Si](C)(C)(C(C)(C)C)OC(CC=1SC(=CC1)Cl)O (1-tert-butyldimethylsilyloxy-2-(5-chloro-2-thienyl)ethan-1-ol). RXN SMILES: N1C=CN=C1.[Cl:6][C:7]1[S:11][C:10]([CH:12](O)[CH2:13][OH:14])=[CH:9][CH:8]=1.[Si:16](Cl)([C:19]([CH3:22])([CH3:21])[CH3:20])([CH3:18])[CH3:17].CN(C)C=[O:27]>>[Si:16]([O:27][CH:13]([OH:14])[CH2:12][C:10]1[S:11][C:7]([Cl:6])=[CH:8][CH:9]=1)([C:19]([CH3:22])([CH3:21])[CH3:20])([CH3:18])[CH3:17]. Reported procedure: Imidazole (0.45 g) was added to a solution of 1(5-chloro-2-thienyl)-1,2-ethanediol (1.0 g, 5.6 mmol) and tert-butyldimethylsilyl chloride (0.80 g) in N,N-dimethylformamide (5 ml) at 5°. The reaction mixture was allowed to come to room temperature and stirred 1 hour, extracted with ethyl acetate, washed with 0.5N aqueous hydrochloric acid, saturated sodium bicarbonate and brine. The extracts were dried over sodium sulfate, filtered, concentrated in vacuo. 1-tert-butyldimethylsilyloxy-2-(5-chloro-... Starting materials: [N+](=O)([O-])C=1C=C2C=NN(C2=CC1)CCN1CCCC1 (5-Nitro-1-(2-pyrrolidin-1-yl-ethyl)-1H-indazole), [Cl-].[NH4+] (ammonium chloride). The reagents and catalysts are [Fe] (iron). Run in C(C)O.O (ethanol H2O). Conditions: time 15 minute. Product: N1(CCCC1)CCN1N=CC2=CC(=CC=C12)N (1-(2-pyrrolidin-1-yl-ethyl)-1H-indazol-5-ylamine). Reaction SMILES: [N+:1]([C:4]1[CH:5]=[C:6]2[C:10](=[CH:11][CH:12]=1)[N:9]([CH2:13][CH2:14][N:15]1[CH2:19][CH2:18][CH2:17][CH2:16]1)[N:8]=[CH:7]2)([O-])=O.[Cl-].[NH4+]>[Fe].C(O)C.O>[N:15]1([CH2:14][CH2:13][N:9]2[C:10]3[C:6](=[CH:5][C:4]([NH2:1])=[CH:12][CH:11]=3)[CH:7]=[N:8]2)[CH2:19][CH2:18][CH2:17][CH2:16]1 |f:1.2,4.5|. Reported procedure: A mixture of 5-Nitro-1-(2-pyrrolidin-1-yl-ethyl)-1H-indazole (3.00 g, 11.5 mmol), iron powder (6.50 g, 116 mmol), and ammonium chloride (310 mg, 5.85 mmol) in a 4:1 mixture of ethanol/H2O was heated to reflux for 3 hours, cooled to room temperature and concentrated under reduced pressure. The residue was taken up and stirred in triethylamine/ethyl acetate (1/4, 30 mL) for 15 minutes, filtered through a plug of silica gel which was rinsed with triethylamine/ethyl acetate (1/4). The filtrate was c... Solvent: C=1(C(=CC=CC1)C)C (xylene). Reaction SMILES: [Br:1][C:2]1[C:3]([NH:8][CH:9]([CH2:12][CH3:13])[CH2:10]O)=[N:4][CH:5]=[N:6][CH:7]=1.S(Cl)(Cl)=O>C1(C)C(C)=CC=CC=1>[Br:1][C:2]1[C:3]2[N:4]([CH2:10][CH:9]([CH2:12][CH3:13])[N:8]=2)[CH:5]=[N:6][CH:7]=1. Procedure details: 2-[(5-Bromo-4-pyrimidinyl)amino]-1-butanol (3.3 g) was dissolved in xylene (27 mL), then thionyl chloride (4.9 mL) was added thereto, and the mixture was heated under stirring at 100° C. for 1 day. The precipitated crystals were collected by filtration and suspended in a 1M aqueous sodium carbonate solution. This mixture was extracted with dichloromethane to give the crude title compound (3.0 g) as an orange oil. This title compound was used in the next reaction without purification. Reactants: BrC=1C(=NC=NC1)NC(CO)CC (2-[(5-Bromo-4-pyrimidinyl)amino]-1-butanol), S(=O)(Cl)Cl (thionyl chloride). The product is BrC=1C=2N(C=NC1)CC(N2)CC (8-Bromo-2-ethyl-2,3-dihydroimidazo[1,2-c]pyrimidine). Run at temperature 100 celsius, time 1 day. The yield is 98.1%. Reactants: C(C)NC=1C=C(C=CC1C)O (3-Ethylamino-4-methyl-phenol), C1(OC(C2=C3C(C=CC=C13)=CC=C2)=O)=O (benzo[de]isochromene-1,3-dione). Solvent: S(O)(O)(=O)=O (sulfuric acid). Conditions: time 1 hour. Yields the product C(C)NC=1C=C2OC3=CC(C(=CC3=C(C2=CC1C)C=1C=CC=C2C=CC=C(C12)C(=O)O)C)=NCC (8-(6-Ethylamino-3-ethylimino-2,7-dimethyl-3H-xanthen-9-yl)naphthalene-1-carboxylic acid). Yield: 10.8%. Reaction SMILES: [CH2:1]([NH:3][C:4]1[CH:5]=[C:6]([OH:11])[CH:7]=[CH:8][C:9]=1[CH3:10])[CH3:2].[C:12]1(=O)[C:21]2[C:16]3[C:17](=[CH:22][CH:23]=[CH:24][C:15]=3[C:14](=[O:25])[O:13]1)[CH:18]=[CH:19][CH:20]=2>S(=O)(=O)(O)O>[CH2:1]([NH:3][C:4]1[CH:5]=[C:6]2[C:7](=[CH:8][C:9]=1[CH3:10])[C:12]([C:21]1[CH:20]=[CH:19][CH:18]=[C:17]3[C:16]=1[C:15]([C:14]([OH:13])=[O:25])=[CH:24][CH:23]=[CH:22]3)=[C:7]1[C:6](=[CH:5][C:4](=[N:3][CH2:1][CH3:2])[C:9]([CH3:10])=[CH:8]1)[O:11]2)[CH3:2]. Procedure: 3-Ethylamino-4-methyl-phenol (0.3 g, 2 mmol) and benzo[de]isochromene-1,3-dione (0.2 g, 1 mmol) in sulfuric acid (3 ml) was heated to 150° C. over a period of 6 h. The reaction mixture was pouring into crushed ice, allowed to stand over a period of 1 h and the precipitate was filtered. The filtrate was neutralized with concentrated ammonium hydroxide and concentrated to give a dark purple residue. Purification via preparatory layer chromatography (PLC, 1 mm silica gel, 9/1 DCM: MeOH, 2% AcOH) ga... Reactants: [OH-].[Na+] (sodium hydroxide), ClC1=NC(=CC=C1C(C1=CC(=CC=C1)Cl)=O)CC (2-chloro-3-(3-chlorobenzoyl)-6-ethylpyridine), C(C)N (ethylamine), Cl (hydrochloric acid). Reaction conditions: temperature 100 celsius, time 4 hour. The product is ClC=1C=C(C(=O)C=2C(=NC(=CC2)CC)NCC)C=CC1 (3-(3-chlorobenzoyl)-6-ethyl-2-ethylaminopyridine). Isolated yield 76.0%. Reaction SMILES: Cl[C:2]1[C:7]([C:8](=[O:16])[C:9]2[CH:14]=[CH:13][CH:12]=[C:11]([Cl:15])[CH:10]=2)=[CH:6][CH:5]=[C:4]([CH2:17][CH3:18])[N:3]=1.[CH2:19]([NH2:21])[CH3:20].Cl.[OH-].[Na+]>>[Cl:15][C:11]1[CH:10]=[C:9]([CH:14]=[CH:13][CH:12]=1)[C:8]([C:7]1[C:2]([NH:21][CH2:19][CH3:20])=[N:3][C:4]([CH2:17][CH3:18])=[CH:5][CH:6]=1)=[O:16] |f:3.4|. Reported procedure: A mixture of 2-chloro-3-(3-chlorobenzoyl)-6-ethylpyridine (3.4 g, 12 mmol) and 70% ethylamine aqueous solution (15 ml) was sealed in a tube and stirred at 100° C. for 4 hours. The reaction solution was cooled to room temperature and then transferred into a separating funnel. This was acidified by adding 1 N hydrochloric acid, vigorously shaken and then alkalified by adding 1 N sodium hydroxide aqueous solution. This was extracted with chloroform, the resulting organic layer was dried over anhydr...